Dataset: the Open Reaction Database (ORD), a public repository of structured organic reaction records. Task: describe an organic reaction: reactants, conditions, products, and yield Reactants: COCCOCCC(Br)C(=O)O, CCN(C(C)C)C(C)C, ClCCl, Cc1csc(N)n1, O, O=S(Cl)Cl. The product is COCCOCCC(Br)C(=O)Nc1nc(C)cs1. Reaction SMILES: [Br:1][CH:2]([C:3](=[O:4])[OH:5])[CH2:6][CH2:7][O:8][CH2:9][CH2:10][O:11][CH3:12].[CH:20]([N:21]([CH2:22][CH3:23])[CH:24]([CH3:25])[CH3:26])([CH3:27])[CH3:28].[Cl:34][CH2:35][Cl:36].[NH2:13][c:14]1[s:15][cH:16][c:17]([CH3:19])[n:18]1.[OH2:29].[S:30]([Cl:31])([Cl:32])=[O:33]>>[Br:1][CH:2]([C:3](=[O:5])[NH:13][c:14]1[s:15][cH:16][c:17]([CH3:19])[n:18]1)[CH2:6][CH2:7][O:8][CH2:9][CH2:10][O:11][CH3:12]. Reactants: sodium bis(triemthylislyl)amide, triethyl phosphonoacetate, CCOC(=O)C (EtOAc), C(C1=CC=CC=C1)N1CCC(CC1)C=O ((1-Benzyl)piperidine-4-carboxaldehyde). Solvent: C1CCOC1 (THF). Reaction conditions: temperature 0 celsius, time 15 minute. Product: C(C1=CC=CC=C1)N1CCC(CC1)C=CC(=O)OCC (3-(1-Benzyl-piperidin-4yl)-acrylic acid, ethyl ester). As a reaction SMILES: [CH2:1]([N:8]1[CH2:13][CH2:12][CH:11]([CH:14]=O)[CH2:10][CH2:9]1)[C:2]1[CH:7]=[CH:6][CH:5]=[CH:4][CH:3]=1.[CH3:16][CH2:17][O:18][C:19]([CH3:21])=[O:20]>C1COCC1>[CH2:1]([N:8]1[CH2:9][CH2:10][CH:11]([CH:14]=[CH:21][C:19]([O:18][CH2:17][CH3:16])=[O:20])[CH2:12][CH2:13]1)[C:2]1[CH:3]=[CH:4][CH:5]=[CH:6][CH:7]=1. Procedure: To a solution of 15.5 mL of 1 M sodium bis(triemthylislyl)amide in 20 ml of THF was added 2.8 g triethyl phosphonoacetate at 0° C., and stirred at 0° C. for 15 min. After the addition of 1-benzyl-piperidine-4-carbaldehyde (from Example 162, step A) in 10 mL of 1BF, the reaction was stirred at 0° C. for 15 min. The reaction was warmed up to rt and stirred for 14 hr. The mixture was diluted with 35 ml of EtOAc and washed with H2O. Aqueous phase was extracted with 2×30 mL EtOAc. The combined organi...